Dataset: the Open Reaction Database (ORD), a public repository of structured organic reaction records. Task: describe an organic reaction: reactants, conditions, products, and yield Reactants: CS(=O)(=O)OCCN1C=NC(=C1)C1=NC=CC(=C1)C(=O)OC (methyl 2-(1-{2-[(methylsulfonyl)oxy]ethyl}-1H-imidazol-4-yl)pyridine-4-carboxylate), ClC=1C=C2CCCNC2=CC1 (6-chloro-1,2,3,4-tetrahydroquinoline). The product is ClC=1C=C2CCCN(C2=CC1)CCN1C=NC(=C1)C1=NC=CC(=C1)C(=O)O (2-[1-[2-(6-chloro-3,4-dihydro-2H-quinolin-1-yl)ethyl]imidazol-4-yl]pyridine-4-carboxylic acid). The yield is 9.0%. Reaction SMILES: CS(O[CH2:6][CH2:7][N:8]1[CH:12]=[C:11]([C:13]2[CH:18]=[C:17]([C:19]([O:21]C)=[O:20])[CH:16]=[CH:15][N:14]=2)[N:10]=[CH:9]1)(=O)=O.[Cl:23][C:24]1[CH:25]=[C:26]2[C:31](=[CH:32][CH:33]=1)[NH:30][CH2:29][CH2:28][CH2:27]2>>[Cl:23][C:24]1[CH:25]=[C:26]2[C:31](=[CH:32][CH:33]=1)[N:30]([CH2:6][CH2:7][N:8]1[CH:12]=[C:11]([C:13]3[CH:18]=[C:17]([C:19]([OH:21])=[O:20])[CH:16]=[CH:15][N:14]=3)[N:10]=[CH:9]1)[CH2:29][CH2:28][CH2:27]2. Procedure details: The title compound was prepared in 9% yield from methyl 2-(1-{2-[(methylsulfonyl)oxy]ethyl}-1H-imidazol-4-yl)pyridine-4-carboxylate (PREPARATION 6) and 6-chloro-1,2,3,4-tetrahydroquinoline according to the procedure for the preparation of Example 58. 1HNMR (400 MHz, DMSO): δ 1.74 (2H, t, J=5.1 Hz), 2.64 (2H, t, J=6.5 Hz), 3.06 (2H, t, J=5.5 Hz), 3.63 (2H, t, J=6.2 Hz), 4.18 (2H, t, J=6.0 Hz), 6.62 (1H, d, J=8.9 Hz), 6.92 (1H, s), 6.94 (1H, t, J=8.7 Hz), 7.49 (1H, d, J=4.8 Hz), 7.69 (1H, s), 7.81... Starting materials: FC(C1=C(COC2=C(C=C(C=C2)C=C2C(N=C(S2)N2CCNCC2)=O)OC)C=CC(=C1)C(F)(F)F)(F)F (5-[1-[4-(2,4-bis-trifluoromethyl-benzyloxy)-3-methoxy-phenyl]-methylidene]-2-piperazin-1-yl-thiazol-4-one), C(Cl)(Cl)Cl (chloroform), C(C)(=O)Cl (acetyl chloride), TEA. Solvent: CCOC(=O)C (EtOAc). Conditions: temperature 45 celsius, time 1.5 hour. Product: C(C)(=O)N1CCN(CC1)C=1SC(C(N1)=O)=CC1=CC(=C(C=C1)OCC1=C(C=C(C=C1)C(F)(F)F)C(F)(F)F)OC (2-(4-Acetyl-piperazin-1-yl)-5-[1-[4-(2,4-bis-trifluoromethyl-benzyloxy)-3-m ethoxy-phenyl]-methylidene]-thiazol-4-one). The yield is 40.0%. As a reaction SMILES: [F:1][C:2]([F:37])([F:36])[C:3]1[CH:31]=[C:30]([C:32]([F:35])([F:34])[F:33])[CH:29]=[CH:28][C:4]=1[CH2:5][O:6][C:7]1[CH:12]=[CH:11][C:10]([CH:13]=[C:14]2[S:18][C:17]([N:19]3[CH2:24][CH2:23][NH:22][CH2:21][CH2:20]3)=[N:16][C:15]2=[O:25])=[CH:9][C:8]=1[O:26][CH3:27].C(Cl)(Cl)Cl.[C:42](Cl)(=[O:44])[CH3:43]>CCOC(C)=O>[C:42]([N:22]1[CH2:21][CH2:20][N:19]([C:17]2[S:18][C:14](=[CH:13][C:10]3[CH:11]=[CH:12][C:7]([O:6][CH2:5][C:4]4[CH:28]=[CH:29][C:30]([C:32]([F:35])([F:33])[F:34])=[CH:31][C:3]=4[C:2]([F:36])([F:1])[F:37])=[C:8]([O:26][CH3:27])[CH:9]=3)[C:15](=[O:25])[N:16]=2)[CH2:24][CH2:23]1)(=[O:44])[CH3:43]. Procedure: To a flask was added 5-[1-[4-(2,4-bis-trifluoromethyl-benzyloxy)-3-methoxy-phenyl]-methylidene]-2-piperazin-1-yl-thiazol-4-one (51, mg, 94 μL) from Example 23, chloroform (5 mL), acetyl chloride (1.5 equiv, 10 μL) and TEA (3 equiv, 40 μL). The reaction solution was stirred at 45° C. for 1.5 hours. The solution was then diluted with EtOAc (75 mL) and filtered through a Buchner funnel to remove excess K2CO3. The solution was washed with aq NH4Cl (50 ml×2), dried over Na2SO4, filtered, and concentr... Starting materials: NC1=C(C(=NN1C(CCC)CCCCCC)C)C(=O)N (5-amino-3-methyl-1-(4-decyl)-1H-pyrazole-4-carboxamide), C1OC=2C=C(C=CC2O1)CC(=O)OC (methyl 3,4-methylenedioxyphenylacetate), [O-]CC.[Na+] (sodium ethoxide), C(O)([O-])=O.[Na+] (sodium hydrogen carbonate). Solvent: ClCCl (dichloromethane). The product is C1OC=2C=C(CC=3NC(C4=C(N3)N(N=C4C)C(CCC)CCCCCC)=O)C=CC2O1 (6-(3,4-Methylenedioxy-benzyl)-1-(4-decyl)-3-methyl-1,5-dihydro-pyrazolo[3,4-d]pyrimidin-4-one). Yield: 60.6%. As a reaction SMILES: [NH2:1][C:2]1[N:6]([CH:7]([CH2:11][CH2:12][CH2:13][CH2:14][CH2:15][CH3:16])[CH2:8][CH2:9][CH3:10])[N:5]=[C:4]([CH3:17])[C:3]=1[C:18]([NH2:20])=[O:19].[CH2:21]1[O:29][C:28]2[CH:27]=[CH:26][C:25]([CH2:30][C:31](OC)=O)=[CH:24][C:23]=2[O:22]1.[O-]CC.[Na+].C(=O)([O-])O.[Na+]>ClCCl>[CH2:21]1[O:29][C:28]2[CH:27]=[CH:26][C:25]([CH2:30][C:31]3[NH:20][C:18](=[O:19])[C:3]4[C:4]([CH3:17])=[N:5][N:6]([CH:7]([CH2:11][CH2:12][CH2:13][CH2:14][CH2:15][CH3:16])[CH2:8][CH2:9][CH3:10])[C:2]=4[N:1]=3)=[CH:24][C:23]=2[O:22]1 |f:2.3,4.5|. Procedure: 6 mg (0.021 mmol) of 5-amino-3-methyl-1-(4-decyl)-1H-pyrazole-4-carboxamide and 20 mg (0.103 mmol) of methyl 3,4-methylenedioxyphenylacetate are refluxed for 6 hours in 0.3 ml of a 0.5M ethanolic sodium ethoxide solution. After dichloromethane and saturated aqueous sodium hydrogen carbonate solution have been added, the phases are separated. Purification by chromatography gives 5.4 mg (59%) of a solid, Rf=0.60 (dichloromethane/methanol=15:1). Starting materials: CC(C)C(NC(=O)OC(C)(C)C)C(=O)O, C1COCCN1, CO, ClC(Cl)Cl, CC(NC(=O)Cc1cccc([N+](=O)[O-])c1)C(=O)O, CC(C)C(N)C(=O)N1CCOCC1. Yields the product CC(NC(=O)Cc1cccc([N+](=O)[O-])c1)C(=O)NC(C(=O)N1CCOCC1)C(C)C. As a reaction SMILES: [C:32]([NH:33][CH:34]([C:35]([OH:36])=[O:37])[CH:38]([CH3:39])[CH3:40])([O:41][C:42]([CH3:43])([CH3:44])[CH3:45])=[O:46].[CH2:47]1[NH:48][CH2:49][CH2:50][O:51][CH2:52]1.[CH3:57][OH:58].[Cl:53][CH:54]([Cl:55])[Cl:56].[N+:1](=[O:2])([O-:3])[c:4]1[cH:5][c:6]([CH2:10][C:11](=[O:12])[NH:13][CH:14]([CH3:15])[C:16](=[O:17])[OH:18])[cH:7][cH:8][cH:9]1.[NH2:19][CH:20]([CH:21]([CH3:22])[CH3:23])[C:24](=[O:25])[N:26]1[CH2:27][CH2:28][O:29][CH2:30][CH2:31]1>>[N+:1](=[O:2])([O-:3])[c:4]1[cH:5][c:6]([CH2:10][C:11](=[O:12])[NH:13][CH:14]([CH3:15])[C:16](=[O:18])[NH:19][CH:20]([CH:21]([CH3:22])[CH3:23])[C:24](=[O:25])[N:26]2[CH2:27][CH2:28][O:29][CH2:30][CH2:31]2)[cH:7][cH:8][cH:9]1. As a reaction SMILES: [CH3:1][n:2]1[c:3]([CH2:7][C:8]#[N:9])[cH:4][cH:5][cH:6]1.[Cl:20][c:21]1[cH:22][cH:23][cH:24][cH:25][c:26]1[Cl:27].[c:10]1([CH3:19])[cH:11][cH:12][c:13]([C:16](=[O:17])[Cl:18])[cH:14][cH:15]1>>[CH3:1][n:2]1[c:3]([CH2:7][C:8]#[N:9])[cH:4][cH:5][c:6]1[C:16]([c:13]1[cH:12][cH:11][c:10]([CH3:19])[cH:15][cH:14]1)=[O:17]. Reactants: Cn1cccc1CC#N, Clc1ccccc1Cl, Cc1ccc(C(=O)Cl)cc1. Yields the product Cc1ccc(C(=O)c2ccc(CC#N)n2C)cc1.